Dataset: the Open Reaction Database (ORD), a public repository of structured organic reaction records. Task: describe an organic reaction: reactants, conditions, products, and yield Reactants: ClC=1N=C(C2=CC=C(C=C2C1)S(=O)(=O)N(C=1SC=CN1)CC1=CC=C(C=C1)OC)C1=C(C=C(C=C1)C(F)(F)F)OC (3-chloro-1-(2-methoxy-4-(trifluoromethyl)phenyl)-N-(4-methoxybenzyl)-N-(thiazol-2-yl)isoquinoline-6-sulfonamide), C(Cl)Cl (DCM), C(=O)(C(F)(F)F)O (TFA). Solvent: CO (MeOH). Reaction conditions: time 30 minute. The product is ClC=1N=C(C2=CC=C(C=C2C1)S(=O)(=O)NC=1SC=CN1)C1=C(C=C(C=C1)C(F)(F)F)OC (3-CHLORO-1-(2-METHOXY-4-(TRIFLUOROMETHYL)PHENYL)-N-(THIAZOL-2-YL)ISOQUINOLINE-6-SULFONAMIDE). The yield is 100.0%. As a reaction SMILES: [Cl:1][C:2]1[N:3]=[C:4]([C:30]2[CH:35]=[CH:34][C:33]([C:36]([F:39])([F:38])[F:37])=[CH:32][C:31]=2[O:40][CH3:41])[C:5]2[C:10]([CH:11]=1)=[CH:9][C:8]([S:12]([N:15](CC1C=CC(OC)=CC=1)[C:16]1[S:17][CH:18]=[CH:19][N:20]=1)(=[O:14])=[O:13])=[CH:7][CH:6]=2.C(Cl)Cl.C(O)(C(F)(F)F)=O>CO>[Cl:1][C:2]1[N:3]=[C:4]([C:30]2[CH:35]=[CH:34][C:33]([C:36]([F:37])([F:38])[F:39])=[CH:32][C:31]=2[O:40][CH3:41])[C:5]2[C:10]([CH:11]=1)=[CH:9][C:8]([S:12]([NH:15][C:16]1[S:17][CH:18]=[CH:19][N:20]=1)(=[O:14])=[O:13])=[CH:7][CH:6]=2. Procedure: A flask was charged with 3-chloro-1-(2-methoxy-4-(trifluoromethyl)phenyl)-N-(4-methoxybenzyl)-N-(thiazol-2-yl)isoquinoline-6-sulfonamide (Intermediate RRR) (58.43 mg, 0.094 mmol), DCM (1 mL), and TFA (0.5 mL) to give a yellow solution (8:45 am). After 30 min of stirring at RT, the mixture was diluted with MeOH and concentrated. The residue was purified by chromatography on silica gel (0-10% MeOH/DCM) to give 47 mg of a light yellow solid. The solid was concentrated from DCM (2×), then taken up i... Reactants: C(#N)N1CCN(CC1)C(=O)OC(C)(C)C (tert-butyl 4-cyanopiperazine-1-carboxylate), [Cl-].O[NH3+] (hydroxyammonium chloride), C([O-])([O-])=O.[K+].[K+] (potassium carbonate). The solvent is C(C)O (ethanol), C(C)(=O)OCC (ethyl acetate). The product is ONC(=N)N1CCN(CC1)C(=O)OC(C)(C)C (tert-butyl 4-(N-hydroxyamidino)-piperazine-1-carboxylate). Yield: 86.4%. RXN SMILES: [C:1]([N:3]1[CH2:8][CH2:7][N:6]([C:9]([O:11][C:12]([CH3:15])([CH3:14])[CH3:13])=[O:10])[CH2:5][CH2:4]1)#[N:2].[Cl-].[OH:17][NH3+:18].C(=O)([O-])[O-].[K+].[K+]>C(O)C.C(OCC)(=O)C>[OH:17][NH:18][C:1]([N:3]1[CH2:4][CH2:5][N:6]([C:9]([O:11][C:12]([CH3:15])([CH3:14])[CH3:13])=[O:10])[CH2:7][CH2:8]1)=[NH:2] |f:1.2,3.4.5|. Reported procedure: In a nitrogen atmosphere, a suspension of 7.52 g of tert-butyl 4-cyanopiperazine-1-carboxylate (JMC, 1988, 31, 1036), 7.46 g of hydroxyammonium chloride and 19.7 g of potassium carbonate in 40 ml of ethanol was heated to reflux for 2 hours. The residue prepared by evaporation of the solvent was diluted with ethyl acetate, washed with water and then with a saturated saline solution and dried over sodium sulfate. The solvent was evaporated in vacuo to give 7.51 g of the title compound as a white s... Reactants: Cn1cc(C2=C(c3cccc4ccccc34)C(=O)OC2=O)c2ccccc21, N, CN(C)C=O. The product is Cn1cc(C2=C(c3cccc4ccccc34)C(=O)NC2=O)c2ccccc21. Reaction SMILES: [CH3:1][n:2]1[cH:3][c:4]([C:11]2=[C:15]([c:16]3[cH:17][cH:18][cH:19][c:20]4[cH:21][cH:22][cH:23][cH:24][c:25]34)[C:14](=[O:26])[O:13][C:12]2=[O:27])[c:5]2[cH:6][cH:7][cH:8][cH:9][c:10]12.[NH3:28].[O:29]=[CH:30][N:31]([CH3:32])[CH3:33]>>[CH3:1][n:2]1[cH:3][c:4]([C:11]2=[C:15]([c:16]3[cH:17][cH:18][cH:19][c:20]4[cH:21][cH:22][cH:23][cH:24][c:25]34)[C:14](=[O:13])[NH:28][C:12]2=[O:27])[c:5]2[cH:6][cH:7][cH:8][cH:9][c:10]12. Starting materials: ClC=1C=C(CN2C(=CC3=C2C=CC=2N3C(=NN2)C)C2=CC=NN2)C=CC1 (6-(3-chlorobenzyl)-1-methyl-7-(1H-pyrazol-5-yl)-6H-pyrrolo[2,3-e][1,2,4]triazolo[4,3-a]pyridine), C(C=C)(=O)OC (methyl acrylate), N12CCCCCC2=NCCC1 (1,8-diazabicyclo[5.4.0]undec-7-ene). The solvent is C(C)#N (acetonitrile). Run at time 70 minute. Yields the product ClC=1C=C(CN2C(=CC3=C2C=CC=2N3C(=NN2)C)C2=NN(C=C2)CCC(=O)OC)C=CC1 (methyl 3-(3-(6-(3-chlorobenzyl)-1-methyl-6H-pyrrolo[2,3-e][1,2,4]triazolo[4,3-a]pyridin-7-yl)-1H-pyrazol-1-yl)propanoate). As a reaction SMILES: [Cl:1][C:2]1[CH:3]=[C:4]([CH:24]=[CH:25][CH:26]=1)[CH2:5][N:6]1[C:10]2[CH:11]=[CH:12][C:13]3[N:14]([C:15]([CH3:18])=[N:16][N:17]=3)[C:9]=2[CH:8]=[C:7]1[C:19]1[NH:23][N:22]=[CH:21][CH:20]=1.[C:27]([O:31][CH3:32])(=[O:30])[CH:28]=[CH2:29].N12CCCN=C1CCCCC2>C(#N)C>[Cl:1][C:2]1[CH:3]=[C:4]([CH:24]=[CH:25][CH:26]=1)[CH2:5][N:6]1[C:10]2[CH:11]=[CH:12][C:13]3[N:14]([C:15]([CH3:18])=[N:16][N:17]=3)[C:9]=2[CH:8]=[C:7]1[C:19]1[CH:20]=[CH:21][N:22]([CH2:29][CH2:28][C:27]([O:31][CH3:32])=[O:30])[N:23]=1. Reported procedure: 6-(3-Chlorobenzyl)-1-methyl-7-(1H-pyrazol-5-yl)-6H-pyrrolo[2,3-e][1,2,4]triazolo[4,3-a]pyridine (25 mg, 0.069 mmol, from Example 103, Step 5) in acetonitrile (0.90 mL) was treated with methyl acrylate (19 μL, 0.21 mmol, Aldrich) and 1,8-diazabicyclo[5.4.0]undec-7-ene (10. μL, 0.069 mmol, Aldrich) and stirred for 70 minutes. Purification via preparative HPLC-MS (Waters XBridge C18, eluting with a gradient of MeCN/H2O containing 0.15% NH4OH) followed by evaporation of eluent afforded methyl 3-(3-(... The reactants are BrC1=CC(=CC(=C1)C(F)(F)F)[N+](=O)[O-] (1-bromo-3-nitro-5-(trifluoromethyl)benzene), N1CCSCC1 (thiomorpholine), C(=O)([O-])[O-].[Cs+].[Cs+] (Cs2CO3). The reagents and catalysts are C=1C=CC(=CC1)/C=C/C(=O)/C=C/C2=CC=CC=C2.C=1C=CC(=CC1)/C=C/C(=O)/C=C/C2=CC=CC=C2.C=1C=CC(=CC1)/C=C/C(=O)/C=C/C2=CC=CC=C2.[Pd].[Pd] (Pd2(dba)3), C=1C=CC(=CC1)P(C=2C=CC=CC2)C3=CC=C4C=CC=CC4=C3C5=C6C=CC=CC6=CC=C5P(C=7C=CC=CC7)C=8C=CC=CC8 (BINAP). Solvent: O1CCOCC1 (1,4-dioxane). The product is [N+](=O)([O-])C=1C=C(C=C(C1)C(F)(F)F)N1CCSCC1 (4-[3-nitro-5-(trifluoromethyl)phenyl]thiomorpholine). Yield: 56.0%. Reaction SMILES: Br[C:2]1[CH:7]=[C:6]([C:8]([F:11])([F:10])[F:9])[CH:5]=[C:4]([N+:12]([O-:14])=[O:13])[CH:3]=1.[NH:15]1[CH2:20][CH2:19][S:18][CH2:17][CH2:16]1.C([O-])([O-])=O.[Cs+].[Cs+]>C1C=CC(/C=C/C(/C=C/C2C=CC=CC=2)=O)=CC=1.C1C=CC(/C=C/C(/C=C/C2C=CC=CC=2)=O)=CC=1.C1C=CC(/C=C/C(/C=C/C2C=CC=CC=2)=O)=CC=1.[Pd].[Pd].C1C=CC(P(C2C(C3C(P(C4C=CC=CC=4)C4C=CC=CC=4)=CC=C4C=3C=CC=C4)=C3C(C=CC=C3)=CC=2)C2C=CC=CC=2)=CC=1.O1CCOCC1>[N+:12]([C:4]1[CH:3]=[C:2]([N:15]2[CH2:20][CH2:19][S:18][CH2:17][CH2:16]2)[CH:7]=[C:6]([C:8]([F:11])([F:10])[F:9])[CH:5]=1)([O-:14])=[O:13] |f:2.3.4,5.6.7.8.9|. Procedure: Add 1-bromo-3-nitro-5-(trifluoromethyl)benzene (500 mg, 2.9 mmol), thiomorpholine (455 mg, 4.4 mmol), Cs2CO3 (2.86 g, 8.8 mmol), BINAP (55 mg, 0.09 mmol) and Pd2(dba)3 (54 mg, 0.06 mmol) under N2 to 1,4-dioxane (10 mL), stir the reaction under N2 at 100° C. for 16 hrs. TLC (100% PE) shows the reaction is complete. Cool the reaction to room temperature, filter and concentrate the filtrate under reduced pressure to get crude product. Purification by chromatography (silica gel, 100% PE) affords the... Starting materials: FC1=CC=C2C(=CN(C2=C1)S(=O)(=O)C1=CC=CC=C1)C=1C=NN(C1)C1CCN(CC1)C(=O)OC(C)(C)C (tert-butyl 4-(4-(6-fluoro-1-(phenylsulfonyl)-1H-indol-3-yl)-1H-pyrazol-1-yl)piperidine-1-carboxylate), FC1=CC=C2C(=CN(C2=C1)S(=O)(=O)C1=CC=CC=C1)C=1C=NN(C1)C1CCN(CC1)C(=O)OC(C)(C)C (tert-butyl 4-(4-(6-fluoro-1-(phenylsulfonyl)-1H-indol-3-yl)-1H-pyrazol-1-yl)piperidine-1-carboxylate), Cl (HCl). The solvent is O1CCOCC1 (dioxane). Reaction conditions: time 0.5 hour. The product is Cl.FC1=CC=C2C(=CN(C2=C1)S(=O)(=O)C1=CC=CC=C1)C=1C=NN(C1)C1CCNCC1 (6-fluoro-1-(phenylsulfonyl)-3-(1-(piperidin-4-yl)-1H-pyrazol-4-yl)-1H-indole hydrochloride). The yield is 100.0%. RXN SMILES: [F:1][C:2]1[CH:10]=[C:9]2[C:5]([C:6]([C:20]3[CH:21]=[N:22][N:23]([CH:25]4[CH2:30][CH2:29][N:28](C(OC(C)(C)C)=O)[CH2:27][CH2:26]4)[CH:24]=3)=[CH:7][N:8]2[S:11]([C:14]2[CH:19]=[CH:18][CH:17]=[CH:16][CH:15]=2)(=[O:13])=[O:12])=[CH:4][CH:3]=1.[ClH:38]>O1CCOCC1>[ClH:38].[F:1][C:2]1[CH:10]=[C:9]2[C:5]([C:6]([C:20]3[CH:21]=[N:22][N:23]([CH:25]4[CH2:30][CH2:29][NH:28][CH2:27][CH2:26]4)[CH:24]=3)=[CH:7][N:8]2[S:11]([C:14]2[CH:15]=[CH:16][CH:17]=[CH:18][CH:19]=2)(=[O:12])=[O:13])=[CH:4][CH:3]=1 |f:3.4|. Procedure: To a solution of tert-butyl 4-(4-(6-fluoro-1-(phenylsulfonyl)-1H-indol-3-yl)-1H-pyrazol-1-yl)piperidine-1-carboxylate (Intermediate 16A; 580 mg; 1.11 mmol) in dioxane (3 mL) was added conc. aqueous HCl (3 mL; 36%). The reaction mixture was stirred for 0.5 hour and concentrated afford 580 mg (>100%) of the title compound as a white solid.